This data is from the Open Reaction Database (ORD), a public repository of structured organic reaction records. The task is: describe an organic reaction: reactants, conditions, products, and yield Reactants: CC(C)(C)O, ClCCl, C(=NC1CCCCC1)=NC1CCCCC1, Cl[Cu], CC(c1ccccc1N1CCCCC1)C(C(N)=O)c1ccc(C(=O)O)cc1. Product: CC(c1ccccc1N1CCCCC1)C(C(N)=O)c1ccc(C(=O)OC(C)(C)C)cc1. As a reaction SMILES: [C:16]([CH3:17])([CH3:18])([CH3:19])[OH:20].[CH2:48]([Cl:49])[Cl:50].[CH:1]1([N:2]=[C:3]=[N:4][CH:5]2[CH2:6][CH2:7][CH2:8][CH2:9][CH2:10]2)[CH2:11][CH2:12][CH2:13][CH2:14][CH2:15]1.[Cu:51][Cl:52].[N:21]1([c:27]2[c:28]([CH:33]([CH3:34])[CH:35]([c:36]3[cH:37][cH:38][c:39]([C:40](=[O:41])[OH:42])[cH:43][cH:44]3)[C:45](=[O:46])[NH2:47])[cH:29][cH:30][cH:31][cH:32]2)[CH2:22][CH2:23][CH2:24][CH2:25][CH2:26]1>>[C:16]([CH3:17])([CH3:18])([CH3:19])[O:20][C:40]([c:39]1[cH:38][cH:37][c:36]([CH:35]([CH:33]([c:28]2[c:27]([N:21]3[CH2:22][CH2:23][CH2:24][CH2:25][CH2:26]3)[cH:32][cH:31][cH:30][cH:29]2)[CH3:34])[C:45](=[O:46])[NH2:47])[cH:44][cH:43]1)=[O:41]. Starting materials: COC(=O)c1ccc(C(=O)N2CCN(c3ncccc3NC(C)C)CC2)nc1, CO, NCCCO, O. The product is CC(C)Nc1cccnc1N1CCN(C(=O)c2ccc(C(=O)NCCCO)cn2)CC1. Reaction SMILES: [CH3:1][O:2][C:3]([c:4]1[cH:5][n:6][c:7]([C:10](=[O:11])[N:12]2[CH2:13][CH2:14][N:15]([c:18]3[n:19][cH:20][cH:21][cH:22][c:23]3[NH:24][CH:25]([CH3:26])[CH3:27])[CH2:16][CH2:17]2)[cH:8][cH:9]1)=[O:28].[CH3:35][OH:36].[NH2:29][CH2:30][CH2:31][CH2:32][OH:33].[OH2:34]>>[C:3]([c:4]1[cH:5][n:6][c:7]([C:10](=[O:11])[N:12]2[CH2:13][CH2:14][N:15]([c:18]3[n:19][cH:20][cH:21][cH:22][c:23]3[NH:24][CH:25]([CH3:26])[CH3:27])[CH2:16][CH2:17]2)[cH:8][cH:9]1)(=[O:28])[NH:29][CH2:30][CH2:31][CH2:32][OH:33]. Reactants: C(C1=CC=CC=C1)OC=1C(=NC(=NC1O)CC1(CCCC1)C1=CC(=CC(=C1)C(F)(F)F)C(F)(F)F)C(=O)OC(C)(C)C (tert-butyl 5-(benzyloxy)-2-((1-(3,5-bis(trifluoromethyl)phenyl)cyclopentyl)methyl)-6-hydroxypyrimidine-4-carboxylate), C(C1=CC=CC=C1)OC=1C(=NC(=NC1O)CC1(CCCC1)C1=CC=C(C=C1)C(F)(F)F)C(=O)O (5-benzyloxy-6-hydroxy-2-[1-(4-trifluoromethyl-phenyl)-cyclopentylmethyl]-pyrimidine-4-carboxylic acid). Product: C(C1=CC=CC=C1)OC=1C(=NC(=NC1O)CC1(CCCC1)C1=CC(=CC(=C1)C(F)(F)F)C(F)(F)F)C(=O)O (5-(benzyloxy)-2-((1-(3,5-bis(trifluoromethyl)phenyl)cyclopentyl)methyl)-6-hydroxypyrimidine-4-carboxylic acid). Reaction SMILES: [CH2:1]([O:8][C:9]1[C:10]([C:36]([O:38]C(C)(C)C)=[O:37])=[N:11][C:12]([CH2:16][C:17]2([C:22]3[CH:27]=[C:26]([C:28]([F:31])([F:30])[F:29])[CH:25]=[C:24]([C:32]([F:35])([F:34])[F:33])[CH:23]=3)[CH2:21][CH2:20][CH2:19][CH2:18]2)=[N:13][C:14]=1[OH:15])[C:2]1[CH:7]=[CH:6][CH:5]=[CH:4][CH:3]=1.C(OC1C(C(O)=O)=NC(CC2(C3C=CC(C(F)(F)F)=CC=3)CCCC2)=NC=1O)C1C=CC=CC=1>>[CH2:1]([O:8][C:9]1[C:10]([C:36]([OH:38])=[O:37])=[N:11][C:12]([CH2:16][C:17]2([C:22]3[CH:23]=[C:24]([C:32]([F:33])([F:34])[F:35])[CH:25]=[C:26]([C:28]([F:30])([F:31])[F:29])[CH:27]=3)[CH2:18][CH2:19][CH2:20][CH2:21]2)=[N:13][C:14]=1[OH:15])[C:2]1[CH:3]=[CH:4][CH:5]=[CH:6][CH:7]=1. Reported procedure: 5-(benzyloxy)-2-((1-(3,5-bis(trifluoromethyl)phenyl)cyclopentyl)methyl)-6-hydroxypyrimidine-4-carboxylic acid (462) was synthesized as a white solid from tert-butyl 5-(benzyloxy)-2-((1-(3,5-bis(trifluoromethyl)phenyl)cyclopentyl)methyl)-6-hydroxypyrimidine-4-carboxylate (461) following the procedure described for 5-benzyloxy-2-[1-(4-trifluoromethyl-phenyl)-cyclopentylmethyl]-6-hydroxypyrimidine-4-carboxylic acid (244).